describe an organic reaction: reactants, conditions, products, and yield From a dataset of the Open Reaction Database (ORD), a public repository of structured organic reaction records. The reactants are NC=1NC(C2=C(N1)N(C(S2)=S)[C@H]2[C@H](OC(C)=O)[C@H](OC(C)=O)[C@H](O2)COC(C)=O)=O (5-amino-2,3-dihydro-2-thioxo-3-(2′,3′,5′-tri-O-acetyl-β-D-ribofuranosyl)thiazolo[4,5-d]pyrimidin-7-(6H)-one), C(=O)([O-])[O-].[K+].[K+] (K2CO3), CC(=O)O (HOAc). Run in CO (MeOH). Run at time 16 hour. The product is NC=1NC(C2=C(N1)N(C(S2)=S)[C@H]2[C@H](O)[C@H](O)[C@H](O2)CO)=O (5-amino-2,3-dihydro-2-thioxo-3-β-D-ribofuranosyl-thiazolo[4,5-d]pyrimidin-7(6H)-one). Isolated yield 67.3%. As a reaction SMILES: [NH2:1][C:2]1[NH:3][C:4](=[O:30])[C:5]2[S:10][C:9](=[S:11])[N:8]([C@@H:12]3[O:24][C@H:23]([CH2:25][O:26]C(=O)C)[C@@H:18]([O:19]C(=O)C)[C@H:13]3[O:14]C(=O)C)[C:6]=2[N:7]=1.C([O-])([O-])=O.[K+].[K+].CC(O)=O>CO>[NH2:1][C:2]1[NH:3][C:4](=[O:30])[C:5]2[S:10][C:9](=[S:11])[N:8]([C@@H:12]3[O:24][C@H:23]([CH2:25][OH:26])[C@@H:18]([OH:19])[C@H:13]3[OH:14])[C:6]=2[N:7]=1 |f:1.2.3|. Procedure: Nucleoside triester 32 (100 mg, 0.21 mmol) and K2CO3 (42.7 mg, 0.31 mmol) were dissolved in MeOH (5 mL) and stirred for 16 h at ambient temperature. To this mixture was added HOAc (37 mg, 0.62 mmol) and the solvent was removed via rotary evaporation. The residue were then submitted to HPLC purification (MeCN—H2O) yielding 47 mg (66%) of a solid: 1H NMR (400 MHz, d6-DMSO) δ 11.66 (s, 1H), 6.91 (br s, 2H), 6.47 (s, 1H), 5.31 (d, J=5.2, 1H), 4.94 (s, 1H), 4.78 (s, 2H), 4.27 (d, J=8.0, 1H), 3.78 (m,... The reactants are CC#N, CCO, CO, CCCc1nc2c(N)nc3cc(C=Cc4cccnc4)ccc3c2n1NC(C)C, [H][H]. Yields the product CCCc1nc2c(N)nc3cc(CCc4cccnc4)ccc3c2n1NC(C)C. Reaction SMILES: [CH3:32][C:33]#[N:34].[CH3:35][CH2:36][OH:37].[CH3:38][OH:39].[CH:1]([CH3:2])([CH3:3])[NH:4][n:5]1[c:6]([CH2:27][CH2:28][CH3:29])[n:7][c:8]2[c:9]([NH2:26])[n:10][c:11]3[cH:12][c:13]([CH:18]=[CH:19][c:20]4[cH:21][n:22][cH:23][cH:24][cH:25]4)[cH:14][cH:15][c:16]3[c:17]12.[H:30][H:31]>>[CH:1]([CH3:2])([CH3:3])[NH:4][n:5]1[c:6]([CH2:27][CH2:28][CH3:29])[n:7][c:8]2[c:9]([NH2:26])[n:10][c:11]3[cH:12][c:13]([CH2:18][CH2:19][c:20]4[cH:21][n:22][cH:23][cH:24][cH:25]4)[cH:14][cH:15][c:16]3[c:17]12. Starting materials: BrC1=C(C(=C(C=C1)OC)N)N (3-bromo-6-methoxy-benzene-1,2-diamine), C(CCl)Cl (EDC), C(C)(C)C1=CC=C(C(=O)O)C=C1 (4-isopropylbenzoic acid). The reagents and catalysts are CN(C)C=1C=CN=CC1 (DMAP). Run in ClCCl (dichloromethane). Product: NC1=C(C(=CC=C1Br)OC)NC(C1=CC=C(C=C1)C(C)C)=O (N-(2-Amino-3-bromo-6-methoxy-phenyl)-4-isopropyl-benzamide). Yield: 98.9%. Reaction SMILES: [Br:1][C:2]1[CH:7]=[CH:6][C:5]([O:8][CH3:9])=[C:4]([NH2:10])[C:3]=1[NH2:11].C(Cl)CCl.[CH:16]([C:19]1[CH:27]=[CH:26][C:22]([C:23](O)=[O:24])=[CH:21][CH:20]=1)([CH3:18])[CH3:17]>CN(C1C=CN=CC=1)C.ClCCl>[NH2:11][C:3]1[C:2]([Br:1])=[CH:7][CH:6]=[C:5]([O:8][CH3:9])[C:4]=1[NH:10][C:23](=[O:24])[C:22]1[CH:26]=[CH:27][C:19]([CH:16]([CH3:17])[CH3:18])=[CH:20][CH:21]=1. Procedure: A solution of 870 mg (4.01 mmol) 3-bromo-6-methoxy-benzene-1,2-diamine, 1.16 g (6.0 mmol) EDC, 744 mg (6.0 mmol) DMAP and 707 mg (4.01 mmol) 4-isopropylbenzoic acid in 20 ml dichloromethane is stirred at room temperature for 72 h. The reaction mixture is concentrated in vacuo. The residue is purified by flash-chromatography on silica gel (hexane:EtOAc=2:1) to afford 1.44 g of the title compound as a slightly reddish solid.